Task: describe an organic reaction: reactants, conditions, products, and yield. Dataset: the Open Reaction Database (ORD), a public repository of structured organic reaction records Reactants: N1CCCC2=CC(=CC=C12)C(=O)O (1,2,3,4-tetrahydroquinolin-6-carboxylic acid), C=O (formalin). The reagents and catalysts are [C].[Pd] (palladium-carbon). The solvent is CN(C=O)C (N,N-dimethylformamide). Conditions: time 1 hour. Product: CN1CCCC2=CC(=CC=C12)C(=O)O (1-methyl-1,2,3,4-tetrahydroquinolin-6-carboxylic acid). As a reaction SMILES: [NH:1]1[C:10]2[C:5](=[CH:6][C:7]([C:11]([OH:13])=[O:12])=[CH:8][CH:9]=2)[CH2:4][CH2:3][CH2:2]1.[CH2:14]=O>CN(C)C=O.[C].[Pd]>[CH3:14][N:1]1[C:10]2[C:5](=[CH:6][C:7]([C:11]([OH:13])=[O:12])=[CH:8][CH:9]=2)[CH2:4][CH2:3][CH2:2]1 |f:3.4|. Reported procedure: A mixture of 1,2,3,4-tetrahydroquinolin-6-carboxylic acid (2 g), 32% aqueous formalin solution (2 ml) and 10% palladium-carbon (400 mg) in N,N-dimethylformamide (10 ml) was stirred under hydrogen atmosphere at room temperature for one hour. After removing the palladium-carbon by filtration, the solvent was removed under reduced pressure and the resulting residue was triturated with diethyl ether to obtain 1-methyl-1,2,3,4-tetrahydroquinolin-6-carboxylic acid (1.98 g) as yellowish powder. Starting materials: C[O-], CO, O=C1CC(c2ccccc2)Cc2nccc(Cl)c21, [Na+]. The product is COc1ccnc2c1C(=O)CC(c1ccccc1)C2. RXN SMILES: [CH3:19][O-:20].[CH3:22][OH:23].[Cl:1][c:2]1[cH:3][cH:4][n:5][c:6]2[c:11]1[C:10](=[O:12])[CH2:9][CH:8]([c:13]1[cH:14][cH:15][cH:16][cH:17][cH:18]1)[CH2:7]2.[Na+:21]>>[c:2]1([O:20][CH3:19])[cH:3][cH:4][n:5][c:6]2[c:11]1[C:10](=[O:12])[CH2:9][CH:8]([c:13]1[cH:14][cH:15][cH:16][cH:17][cH:18]1)[CH2:7]2.